The task is: describe an organic reaction: reactants, conditions, products, and yield. This data is from the Open Reaction Database (ORD), a public repository of structured organic reaction records. Starting materials: BrC1=C(C(=O)NC)C=C(C(=C1)C(C)(C)C)OC (2-bromo-4-tert-butyl-5-methoxy-N-methyl-benzamide), C(C1=CC=CC=C1)OC1=NC=CC=C1B1OC(C(O1)(C)C)(C)C (2-benzoxy-3-(4,4,5,5-tetramethyl-[1,3,2]dioxaborolan-2-yl)-pyridine), C(=O)([O-])[O-].[Na+].[Na+] (Na2CO3). Reagents/catalysts: C=1C=CC(=CC1)[P](C=2C=CC=CC2)(C=3C=CC=CC3)[Pd]([P](C=4C=CC=CC4)(C=5C=CC=CC5)C=6C=CC=CC6)([P](C=7C=CC=CC7)(C=8C=CC=CC8)C=9C=CC=CC9)[P](C=1C=CC=CC1)(C=1C=CC=CC1)C=1C=CC=CC1 (Pd(PPh3)4). Solvent: CO (MeOH), C(Cl)Cl (DCM). Product: C(C1=CC=CC=C1)OC1=NC=CC=C1C1=C(C(=O)NC)C=C(C(=C1)C(C)(C)C)OC (2-(2-benzyloxy-pyridin-3-yl)-4-tert-butyl-5-methoxy-N-methyl-benzamide). Isolated yield 100.7%. Reaction SMILES: Br[C:2]1[CH:11]=[C:10]([C:12]([CH3:15])([CH3:14])[CH3:13])[C:9]([O:16][CH3:17])=[CH:8][C:3]=1[C:4]([NH:6][CH3:7])=[O:5].[CH2:18]([O:25][C:26]1[C:31](B2OC(C)(C)C(C)(C)O2)=[CH:30][CH:29]=[CH:28][N:27]=1)[C:19]1[CH:24]=[CH:23][CH:22]=[CH:21][CH:20]=1.C([O-])([O-])=O.[Na+].[Na+]>CO.C(Cl)Cl.C1C=CC([P]([Pd]([P](C2C=CC=CC=2)(C2C=CC=CC=2)C2C=CC=CC=2)([P](C2C=CC=CC=2)(C2C=CC=CC=2)C2C=CC=CC=2)[P](C2C=CC=CC=2)(C2C=CC=CC=2)C2C=CC=CC=2)(C2C=CC=CC=2)C2C=CC=CC=2)=CC=1>[CH2:18]([O:25][C:26]1[C:31]([C:2]2[CH:11]=[C:10]([C:12]([CH3:15])([CH3:14])[CH3:13])[C:9]([O:16][CH3:17])=[CH:8][C:3]=2[C:4]([NH:6][CH3:7])=[O:5])=[CH:30][CH:29]=[CH:28][N:27]=1)[C:19]1[CH:20]=[CH:21][CH:22]=[CH:23][CH:24]=1 |f:2.3.4,^1:55,57,76,95|. Procedure details: step 2—A sealed tube containing 60 (70 mg), 2-benzoxy-3-(4,4,5,5-tetramethyl-[1,3,2]dioxaborolan-2-yl)-pyridine (145 mg), Na2CO3 (62 g) and Pd(PPh3)4 (27 mg) in a mixture of MeOH (4 mL) and DCM (1 mL) was irradiated in a microwave synthesizer at 115° C. for 30 min. The organic volatiles were removed under reduced pressure and the residue was partitioned between EtOAc and water. The organic layer was washed with brine, dried (Na2SO4), filtered and concentrated. The crude residue was purified on a... Starting materials: BrC(C(=O)C(F)(F)F)Br (1,1-dibromo-3,3,3-trifluoroacetone), C(C)(=O)[O-].[Na+] (sodium acetate), ClC1=CC(=C(C=C1OC(C#C)C)NN)F (4-chloro-2-fluoro-5-(1-methyl-2-propynyl)oxyphenylhydrazine). The solvent is C(C)OCC (diethyl ether), O (water). Reaction conditions: temperature 80 celsius, time 30 minute. Yields the product ClC1=CC(=C(C=C1OC(C#C)C)N(N=CC(C(F)(F)F)=O)C1=CC=CC=C1)F (3,3,3-trifluoro-2-oxopropanal 1-(4-chloro-2-fluoro-5-(1-methyl-2-propynyl)oxyphenylphenylhydrazone)). Isolated yield 117.4%. RXN SMILES: [C:1]([O-])(=O)[CH3:2].[Na+].Br[CH:7](Br)[C:8]([C:10]([F:13])([F:12])[F:11])=[O:9].[Cl:15][C:16]1[C:21]([O:22][CH:23]([CH3:26])[C:24]#[CH:25])=[CH:20][C:19]([NH:27][NH2:28])=[C:18]([F:29])[CH:17]=1>O.C(OCC)C>[Cl:15][C:16]1[C:21]([O:22][CH:23]([CH3:26])[C:24]#[CH:25])=[CH:20][C:19]([N:27]([C:2]2[CH:1]=[CH:18][CH:17]=[CH:16][CH:21]=2)[N:28]=[CH:7][C:8](=[O:9])[C:10]([F:13])([F:12])[F:11])=[C:18]([F:29])[CH:17]=1 |f:0.1|. Procedure details: To a solution of 2.870 g of sodium acetate dissolved in 20 ml of water was added 3.139 g of 1,1-dibromo-3,3,3-trifluoroacetone, and the mixture was stirred at 80° C. for 30 minutes. The reaction solution was left cooling to room temperature, to which a solution of 2.000 g of 4-chloro-2-fluoro-5-(1-methyl-2-propynyl)oxyphenylhydrazine dissolved in 10 ml of diethyl ether, and the mixture was stirred at room temperature for 2 hours. After completion of the reaction, the reaction solution was extrac... Reactants: Cl (HCl), C(=O)N1CCN(CCN(CCN(CC1)CC(=O)OC(C)(C)C)C(C(=O)OC(C)C)C(C(=O)OC(C)C)N1CCN(CCN(CCN(CC1)CC(=O)OC(C)(C)C)C=O)CC(=O)OC(C)(C)C)CC(=O)OC(C)(C)C (Diisopropyl 2,3-bis[7-formyl-4,10-di-tertbutoxycarbonylmethyl-1,4,7,10-tetraazacyclododecan-1-yl]butan-1,4-dioate), [Li+].[OH-] (LiOH), O (water). The solvent is C(C)O (ethanol). Reaction conditions: temperature 100 celsius, time 18 hour. Yields the product C(=O)(O)CN1CCN(CCN(CCNCC1)CC(=O)O)C(C(=O)O)C(C(=O)O)N1CCN(CCNCCN(CC1)CC(=O)O)CC(=O)O (2,3-Bis[4,10-dicarboxymethyl-1,4,7,10-tetraazacyclododecan-1-yl]butane-1,4-dioic acid). Reaction SMILES: C([N:3]1[CH2:14][CH2:13][N:12]([CH2:15][C:16]([O:18]C(C)(C)C)=[O:17])[CH2:11][CH2:10][N:9]([CH:23]([CH:30]([N:37]2[CH2:48][CH2:47][N:46]([CH2:49][C:50]([O:52]C(C)(C)C)=[O:51])[CH2:45][CH2:44][N:43](C=O)[CH2:42][CH2:41][N:40]([CH2:59][C:60]([O:62]C(C)(C)C)=[O:61])[CH2:39][CH2:38]2)[C:31]([O:33]C(C)C)=[O:32])[C:24]([O:26]C(C)C)=[O:25])[CH2:8][CH2:7][N:6]([CH2:67][C:68]([O:70]C(C)(C)C)=[O:69])[CH2:5][CH2:4]1)=O.O.[Li+].[OH-].Cl>C(O)C>[C:16]([CH2:15][N:12]1[CH2:13][CH2:14][NH:3][CH2:4][CH2:5][N:6]([CH2:67][C:68]([OH:70])=[O:69])[CH2:7][CH2:8][N:9]([CH:23]([CH:30]([N:37]2[CH2:38][CH2:39][N:40]([CH2:59][C:60]([OH:62])=[O:61])[CH2:41][CH2:42][NH:43][CH2:44][CH2:45][N:46]([CH2:49][C:50]([OH:52])=[O:51])[CH2:47][CH2:48]2)[C:31]([OH:33])=[O:32])[C:24]([OH:26])=[O:25])[CH2:10][CH2:11]1)([OH:18])=[O:17] |f:2.3|. Procedure: In a 250 mL RB flask, the compound of Example 13 (1.0 g, 1.5 mmol) is dissolved in ethanol (30 mL) and water is added until the solution turns slightly turbid. The reaction mixture is heated at 100° C. and 1N LiOH (12 mL) is added. After maintaining the mixture at 100° C. for 8 hours, the solution is adjusted to pH 0.5 with 5N HCl (aq), and the mixture is refluxed for 1.5 hours and stirred at ambient temperature for an additional 18 hours. The cooled reaction material is desalted by ion exchange...